The task is: describe an organic reaction: reactants, conditions, products, and yield. This data is from the Open Reaction Database (ORD), a public repository of structured organic reaction records. Reactants: ClC(Cl)(OC(OC(Cl)(Cl)Cl)=O)Cl (triphosgene), COC=1C=C2C(=CC=NC2=CC1OC)OC1=CC(=C(N)C=C1C)C (4-[(6,7-Dimethoxy-4-quinolyl)oxy]-2,5-dimethylaniline), C(C)(C)N(CC)C(C)C (diisopropylethylamine), NC=1SC(=NN1)C1CC1 (2-amino-5-cyclopropyl-1,3,4-thiadiazole). The solvent is C(Cl)(Cl)Cl (chloroform), O (water), C(Cl)(Cl)Cl (chloroform). Reaction conditions: time 15 minute. Yields the product C1(CC1)C1=NN=C(S1)NC(=O)NC1=C(C=C(C(=C1)C)OC1=CC=NC2=CC(=C(C=C12)OC)OC)C (N-(5-Cyclopropyl-1,3,4-thiadiazol-2-yl)-N′-{4-[(6,7-dimethoxy-4-quinolyl)oxy]-2,5-dimethylphenyl}-urea). Yield: 36.3%. RXN SMILES: [CH3:1][O:2][C:3]1[CH:4]=[C:5]2[C:10](=[CH:11][C:12]=1[O:13][CH3:14])[N:9]=[CH:8][CH:7]=[C:6]2[O:15][C:16]1[C:22]([CH3:23])=[CH:21][C:19]([NH2:20])=[C:18]([CH3:24])[CH:17]=1.C(N(C(C)C)CC)(C)C.ClC(Cl)(O[C:38](=[O:44])OC(Cl)(Cl)Cl)Cl.[NH2:46][C:47]1[S:48][C:49]([CH:52]2[CH2:54][CH2:53]2)=[N:50][N:51]=1>C(Cl)(Cl)Cl.O>[CH:52]1([C:49]2[S:48][C:47]([NH:46][C:38]([NH:20][C:19]3[CH:21]=[C:22]([CH3:23])[C:16]([O:15][C:6]4[C:5]5[C:10](=[CH:11][C:12]([O:13][CH3:14])=[C:3]([O:2][CH3:1])[CH:4]=5)[N:9]=[CH:8][CH:7]=4)=[CH:17][C:18]=3[CH3:24])=[O:44])=[N:51][N:50]=2)[CH2:54][CH2:53]1. Reported procedure: 4-[(6,7-Dimethoxy-4-quinolyl)oxy]-2,5-dimethylaniline (100 mg) was dissolved in chloroform (5 ml) and diisopropylethylamine (0.5 ml) to prepare a solution. A solution of triphosgene (100 mg) in chloroform was then added to the solution, and the mixture was stirred at room temperature for 15 min. Next, 2-amino-5-cyclopropyl-1,3,4-thiadiazole (55 mg) was added thereto, and the mixture was further stirred at room temperature overnight. Distilled water was added to the reaction solution, and the mix... The reactants are CC(C)=CCCC(C)=CC=O (citral), CC(C)=CCC\C(\C)=C\C=O (geranial), CC(C)=CCC\C(\C)=C/C=O (neral). The product is CC(C)=CCCC(C)CC=O (citronellal). As a reaction SMILES: [CH3:1][C:2](=[CH:4][CH2:5][CH2:6][C:7](=[CH:9][CH:10]=[O:11])[CH3:8])[CH3:3].CC(=CCC/C(=C/C=O)/C)C.CC(=CCC/C(=C\C=O)/C)C>>[CH3:1][C:2](=[CH:4][CH2:5][CH2:6][CH:7]([CH2:9][CH:10]=[O:11])[CH3:8])[CH3:3]. Procedure details: A-2) asymmetrically hydrogenating citral containing geranial and neral at a molar ratio of from 90:10 to 10:90 to thereby obtain an optically active citronellal, Starting materials: CNc1nc(Cl)cc(Cl)n1, CN1CCCC1=O, [K], [Na+], [OH-], NS(=O)(=O)c1ccccc1. Product: CNc1nc(Cl)cc(NS(=O)(=O)c2ccccc2)n1. RXN SMILES: [CH3:12][NH:13][c:14]1[n:15][c:16]([Cl:21])[cH:17][c:18]([Cl:20])[n:19]1.[CH3:22][N:23]1[CH2:24][CH2:25][CH2:26][C:27]1=[O:28].[K:1].[Na+:30].[OH-:29].[c:2]1([S:8](=[O:9])(=[O:10])[NH2:11])[cH:3][cH:4][cH:5][cH:6][cH:7]1>>[c:2]1([S:8](=[O:9])(=[O:10])[NH:11][c:18]2[cH:17][c:16]([Cl:21])[n:15][c:14]([NH:13][CH3:12])[n:19]2)[cH:3][cH:4][cH:5][cH:6][cH:7]1.